The task is: describe an organic reaction: reactants, conditions, products, and yield. This data is from the Open Reaction Database (ORD), a public repository of structured organic reaction records. Starting materials: O=CO, COCc1nccc(NC2CCC3(CC2)OCCO3)c1OC. The product is COCc1nccc(NC2CCC(=O)CC2)c1OC. Reaction SMILES: [CH:23]([OH:24])=[O:25].[O:1]1[CH2:3][CH2:2][O:4][C:5]12[CH2:6][CH2:7][CH:8]([NH:11][c:12]1[c:13]([O:21][CH3:22])[c:14]([CH2:18][O:19][CH3:20])[n:15][cH:16][cH:17]1)[CH2:9][CH2:10]2>>[O:4]=[C:5]1[CH2:6][CH2:7][CH:8]([NH:11][c:12]2[c:13]([O:21][CH3:22])[c:14]([CH2:18][O:19][CH3:20])[n:15][cH:16][cH:17]2)[CH2:9][CH2:10]1. The reactants are C(=O)(OC(C)(C)C)N[C@H]([C@H](O)C)C(=O)O (N-Boc-D-allo-threonine), CN1CCC(CC1)N1CCNCC1 (1-(1-methyl-piperidin-4-yl)piperazine). Run in O (H2O). Yields the product C(=O)(OC(C)(C)C)N[C@H]([C@H](O)C)C(=O)N1CCN(CC1)C1CCN(CC1)C (1-(N-Boc-D-allo-Threoninyl)-4-(1-methylpiperidin-4-yl)-piperazine). Reaction SMILES: [C:1]([NH:8][C@@H:9]([C:13]([OH:15])=O)[C@@H:10]([CH3:12])[OH:11])([O:3][C:4]([CH3:7])([CH3:6])[CH3:5])=[O:2].[CH3:16][N:17]1[CH2:22][CH2:21][CH:20]([N:23]2[CH2:28][CH2:27][NH:26][CH2:25][CH2:24]2)[CH2:19][CH2:18]1>O>[C:1]([NH:8][C@@H:9]([C:13]([N:26]1[CH2:25][CH2:24][N:23]([CH:20]2[CH2:21][CH2:22][N:17]([CH3:16])[CH2:18][CH2:19]2)[CH2:28][CH2:27]1)=[O:15])[C@@H:10]([CH3:12])[OH:11])([O:3][C:4]([CH3:5])([CH3:6])[CH3:7])=[O:2]. Reported procedure: Prepared from N-Boc-D-allo-threonine and 1-(1-methyl-piperidin-4-yl)piperazine using methods substantially equivalent to General Coupling Method 1. 1H NMR. ES-MS, m/z 385.5 (M+1)+. Analysis For C19H36N4O4.1.0 H2O: Calcd: C 56.69; H 9.52; N 13.92; Found: C 57.18; H 9.59; N 13.85. The reactants are [Br-], C1CCOC1, CC[Mg+], CC, C#C, [Cl-], [NH4+], O=Cc1cccc(Oc2ccccc2)c1. Product: C#CC(O)c1cccc(Oc2ccccc2)c1. Reaction SMILES: [Br-:1].[CH2:26]1[O:27][CH2:28][CH2:29][CH2:30]1.[CH2:2]([CH3:3])[Mg+:4].[CH3:5][CH3:6].[CH:7]#[CH:8].[Cl-:24].[NH4+:25].[O:9]([c:10]1[cH:11][cH:12][cH:13][cH:14][cH:15]1)[c:16]1[cH:17][c:18]([CH:19]=[O:20])[cH:21][cH:22][cH:23]1>>[C:2](#[CH:3])[CH:19]([c:18]1[cH:17][c:16]([O:9][c:10]2[cH:11][cH:12][cH:13][cH:14][cH:15]2)[cH:23][cH:22][cH:21]1)[OH:20]. The reactants are Cc1cc(COc2ccc(NC(=O)C3NCC4(CC4)CC3C(=O)OC(C)(C)C)cc2)c2ccccc2n1, CC(=O)O[BH-](OC(C)=O)OC(C)=O, C=O, CO, CCOC(C)=O, [Na+]. Product: Cc1cc(COc2ccc(NC(=O)C3C(C(=O)OC(C)(C)C)CC4(CC4)CN3C)cc2)c2ccccc2n1. As a reaction SMILES: [C:1]([CH3:2])([CH3:3])([CH3:4])[O:5][C:6](=[O:7])[CH:8]1[CH:9]([C:16](=[O:17])[NH:18][c:19]2[cH:20][cH:21][c:22]([O:25][CH2:26][c:27]3[cH:28][c:29]([CH3:37])[n:30][c:31]4[cH:32][cH:33][cH:34][cH:35][c:36]34)[cH:23][cH:24]2)[NH:10][CH2:11][C:12]2([CH2:13][CH2:14]2)[CH2:15]1.[C:40]([O:41][BH-:42]([O:43][C:44](=[O:45])[CH3:46])[O:47][C:48](=[O:49])[CH3:50])(=[O:51])[CH3:52].[CH2:38]=[O:39].[CH3:54][OH:55].[CH3:56][CH2:57][O:58][C:59](=[O:60])[CH3:61].[Na+:53]>>[C:1]([CH3:2])([CH3:3])([CH3:4])[O:5][C:6](=[O:7])[CH:8]1[CH:9]([C:16](=[O:17])[NH:18][c:19]2[cH:20][cH:21][c:22]([O:25][CH2:26][c:27]3[cH:28][c:29]([CH3:37])[n:30][c:31]4[cH:32][cH:33][cH:34][cH:35][c:36]34)[cH:23][cH:24]2)[N:10]([CH3:40])[CH2:11][C:12]2([CH2:13][CH2:14]2)[CH2:15]1. The reactants are [Al+3], CCOCC, CCOC(=O)c1c(-c2ccccc2)c2c3ccccc3ccn2c1C(C)C, [H-], [H-], [H-], [H-], [Li+]. Product: CC(C)c1c(CO)c(-c2ccccc2)c2c3ccccc3ccn12. Reaction SMILES: [Al+3:29].[CH3:34][CH2:35][O:36][CH2:37][CH3:38].[CH:1]([CH3:2])([CH3:3])[c:4]1[c:5]([C:23](=[O:24])[O:25][CH2:26][CH3:27])[c:6](-[c:17]2[cH:18][cH:19][cH:20][cH:21][cH:22]2)[c:7]2[n:8]1[cH:9][cH:10][c:11]1[cH:12][cH:13][cH:14][cH:15][c:16]21.[H-:28].[H-:31].[H-:32].[H-:33].[Li+:30]>>[CH:1]([CH3:2])([CH3:3])[c:4]1[c:5]([CH2:23][OH:24])[c:6](-[c:17]2[cH:18][cH:19][cH:20][cH:21][cH:22]2)[c:7]2[n:8]1[cH:9][cH:10][c:11]1[cH:12][cH:13][cH:14][cH:15][c:16]21. Reactants: [K+].[Br-] (KBr), NC1=NC=C(N=C1C#N)CCl (2-Amino-5-chloromethylpyrazine-3-carbonitrile), NC1=CC=C(C(=O)N[C@@H](CCC(=O)OC(C)(C)C)C(=O)OC(C)(C)C)C=C1 (di-tert-butyl N-(4-aminobenzoyl)-L-glutamate), CCN(C(C)C)C(C)C (i-Pr2NEt), C26H34N6O5. The solvent is CN(C)C=O (DMF). Run at time 20 hour. Product: NC1=NC=C(N=C1C#N)CNC1=CC=C(C(=O)N[C@@H](CCC(=O)OC(C)(C)C)C(=O)OC(C)(C)C)C=C1 (Di-tert-butyl N-[4-[N-(2-amino-3-cyanopyrazin-5-yl) methylamino]-benzoyl]-L-glutamate). Reaction SMILES: [NH2:1][C:2]1[C:7]([C:8]#[N:9])=[N:6][C:5]([CH2:10]Cl)=[CH:4][N:3]=1.[NH2:12][C:13]1[CH:38]=[CH:37][C:16]([C:17]([NH:19][C@H:20]([C:30]([O:32][C:33]([CH3:36])([CH3:35])[CH3:34])=[O:31])[CH2:21][CH2:22][C:23]([O:25][C:26]([CH3:29])([CH3:28])[CH3:27])=[O:24])=[O:18])=[CH:15][CH:14]=1.CCN(C(C)C)C(C)C.[K+].[Br-]>CN(C=O)C>[NH2:1][C:2]1[C:7]([C:8]#[N:9])=[N:6][C:5]([CH2:10][NH:12][C:13]2[CH:38]=[CH:37][C:16]([C:17]([NH:19][C@H:20]([C:30]([O:32][C:33]([CH3:36])([CH3:35])[CH3:34])=[O:31])[CH2:21][CH2:22][C:23]([O:25][C:26]([CH3:29])([CH3:27])[CH3:28])=[O:24])=[O:18])=[CH:15][CH:14]=2)=[CH:4][N:3]=1 |f:3.4|. Procedure: 2-Amino-5-chloromethylpyrazine-3-carbonitrile (1.68 g, 0.01 mol) was added in small portions over 10 min to a stirred solution of di-tert-butyl N-(4-aminobenzoyl)-L-glutamate (3.78 g, 0.01 mol) and i-Pr2NEt (1.74 mL, 1.29 g, 0.01 mol) in dry DMF (25 mL). After 20 hours at room temperature, the solvent was evaporated under reduced pressure and the residue was partitioned between CH2Cl2 and H2O. The organic layer was evaporated and the product purified by column chromatography on a column of neutr... The reactants are C(C)(C)(C)OC(NC1=C(C=C(C=C1)C1=C(C=C(C=C1)F)F)N)=O ((3-amino-2′,4′-difluoro-biphenyl-4-yl)-carbamic acid tert.-butyl ester), CC1(OC(C=C(O1)C=1C=C(C#N)C=CC1)=O)C (3-(2,2-dimethyl-6-oxo-6H-[1,3]dioxin-4-yl)-benzonitrile). The product is C(C)(C)(C)OC(NC1=C(C=C(C=C1)C1=C(C=C(C=C1)F)F)NC(CC(=O)C1=CC(=CC=C1)C#N)=O)=O ({3-[3-(3-Cyano-phenyl)-3-oxo-propionylamino]-2′,4′-difluoro-biphenyl-4-yl}-carbamic acid tert.-butyl ester). As a reaction SMILES: [C:1]([O:5][C:6](=[O:23])[NH:7][C:8]1[CH:13]=[CH:12][C:11]([C:14]2[CH:19]=[CH:18][C:17]([F:20])=[CH:16][C:15]=2[F:21])=[CH:10][C:9]=1[NH2:22])([CH3:4])([CH3:3])[CH3:2].CC1(C)[O:30][C:29]([C:31]2[CH:32]=[C:33]([CH:36]=[CH:37][CH:38]=2)[C:34]#[N:35])=[CH:28][C:27](=O)[O:26]1>>[C:1]([O:5][C:6](=[O:23])[NH:7][C:8]1[CH:13]=[CH:12][C:11]([C:14]2[CH:19]=[CH:18][C:17]([F:20])=[CH:16][C:15]=2[F:21])=[CH:10][C:9]=1[NH:22][C:27](=[O:26])[CH2:28][C:29]([C:31]1[CH:38]=[CH:37][CH:36]=[C:33]([C:34]#[N:35])[CH:32]=1)=[O:30])([CH3:4])([CH3:2])[CH3:3]. Reported procedure: Prepared from (3-amino-2′,4′-difluoro-biphenyl-4-yl)-carbamic acid tert.-butyl ester (Example G43) and 3-(2,2-dimethyl-6-oxo-6H-[1,3]dioxin-4-yl)-benzonitrile (Example J4) according to the general procedure K. Obtained as an orange oil (95 mg).